From a dataset of the Open Reaction Database (ORD), a public repository of structured organic reaction records. describe an organic reaction: reactants, conditions, products, and yield The reactants are COC=1C=C2C(=CC=NC2=CC1OC)OC1=CC=C(C=C1)N (6,7-Dimethoxy-4-(4-aminophenoxy)quinoline), FC1=C(C(=CC=C1)F)N=C=O (2,6-difluorophenyl isocyanate). Run in C1(=CC=CC=C1)C (toluene). Yields the product FC1=C(C(=CC=C1)F)NC(=O)NC1=CC=C(C=C1)OC1=CC=NC2=CC(=C(C=C12)OC)OC (N-(2,6-Difluorophenyl)-N'-{4-[(6,7-dimethoxy-4-quinolyl)oxy]phenyl}urea). Isolated yield 74.8%. Reaction SMILES: [CH3:1][O:2][C:3]1[CH:4]=[C:5]2[C:10](=[CH:11][C:12]=1[O:13][CH3:14])[N:9]=[CH:8][CH:7]=[C:6]2[O:15][C:16]1[CH:21]=[CH:20][C:19]([NH2:22])=[CH:18][CH:17]=1.[F:23][C:24]1[CH:29]=[CH:28][CH:27]=[C:26]([F:30])[C:25]=1[N:31]=[C:32]=[O:33]>C1(C)C=CC=CC=1>[F:23][C:24]1[CH:29]=[CH:28][CH:27]=[C:26]([F:30])[C:25]=1[NH:31][C:32]([NH:22][C:19]1[CH:18]=[CH:17][C:16]([O:15][C:6]2[C:5]3[C:10](=[CH:11][C:12]([O:13][CH3:14])=[C:3]([O:2][CH3:1])[CH:4]=3)[N:9]=[CH:8][CH:7]=2)=[CH:21][CH:20]=1)=[O:33]. Procedure: 6,7-Dimethoxy-4-(4-aminophenoxy)quinoline (50 mg) was dissolved in toluene (5 ml) with heat, 2,6-difluorophenyl isocyanate (104 mg) was added, and the admixture was refluxed with heat for 30 minutes. The separated crystals were filtered and then washed with toluene to obtain 57 mg of the title compound (yield: 74%). Starting materials: C(C(O)CC(=O)O)(=O)O (malic acid), C(CCCCCC)OC=1C=CC(=NC1)C1=C(C=C(C=C1)O)F (5-heptyloxy-2-(4-hydroxy-2-fluorophenyl)pyridine), C(CCCCCC)OC=1C=CC(=NC1)C1=C(C=C(C=C1)OCC(CCOCCC)O)F (5-heptyloxy-2-(4-(2-hydroxy-5-oxaoctyloxy)-2-fluorophenyl)pyridine), CCN(CC)S(F)(F)F (DAST), O1CC1CCOCCC (1,2-epoxy-5-oxaoctane). Solvent: C([O-])([O-])=O.[K+].[K+] (potassium carbonate), C(C)C(=O)C (methyl ethyl ketone), C(Cl)Cl (methylene chloride). Reaction conditions: time 12 hour. Product: C(CCCCCC)OC=1C=CC(=NC1)C1=C(C=C(C=C1)OCC(CCOCCC)F)F (5-heptyloxy-2-(4-(2-fluoro-5-oxaoctyloxy)-2-fluorophenyl)pyridine). As a reaction SMILES: [CH2:1]([O:8][C:9]1[CH:10]=[CH:11][C:12]([C:15]2[CH:20]=[CH:19][C:18]([O:21][CH2:22][CH:23](O)[CH2:24][CH2:25][O:26][CH2:27][CH2:28][CH3:29])=[CH:17][C:16]=2[F:31])=[N:13][CH:14]=1)[CH2:2][CH2:3][CH2:4][CH2:5][CH2:6][CH3:7].O1C(CCOCCC)C1.C(O)(=O)C(CC(O)=O)O.C(OC1C=CC(C2C=CC(O)=CC=2[F:71])=NC=1)CCCCCC.CCN(S(F)(F)F)CC>C(=O)([O-])[O-].[K+].[K+].C(C(C)=O)C.C(Cl)Cl>[CH2:1]([O:8][C:9]1[CH:10]=[CH:11][C:12]([C:15]2[CH:20]=[CH:19][C:18]([O:21][CH2:22][CH:23]([F:71])[CH2:24][CH2:25][O:26][CH2:27][CH2:28][CH3:29])=[CH:17][C:16]=2[F:31])=[N:13][CH:14]=1)[CH2:2][CH2:3][CH2:4][CH2:5][CH2:6][CH3:7] |f:5.6.7|. Reported procedure: A solution of 0.1 mol of 5-heptyloxy-2-(4-(2-hydroxy-5-oxaoctyloxy)-2-fluorophenyl)pyridine (prepared by heating optically active 1,2-epoxy-5-oxaoctane, obtainable from malic acid, with 5-heptyloxy-2-(4-hydroxy-2-fluorophenyl)pyridine in the presence of dry potassium carbonate and methyl ethyl ketone as solvent) in methylene chloride is cooled to -40° C. and 0.11 mol of DAST is added to it dropwise with moisture being excluded. The reaction mixture is then stirred for 12 hours while heating slow...